Dataset: the Open Reaction Database (ORD), a public repository of structured organic reaction records. Task: describe an organic reaction: reactants, conditions, products, and yield Reactants: FCC(=O)NC1=C(C(=O)NC2=C(C=C(C=C2)Cl)C)C=C(C=C1)[N+](=O)[O-] (N-(2-fluoroacetamido-5-nitrobenzoyl)-2-methyl-4-chloroaniline), B(F)(F)F.CCOCC (boron trifluoride etherate). The solvent is C(C)(=O)O (acetic acid). Reaction conditions: time 30 minute. The product is FCC1=NC2=CC=C(C=C2C(N1C1=C(C=C(C=C1)Cl)C)=O)[N+](=O)[O-] (2-fluoromethyl-3-(2-methyl-4-chlorophenyl)-6-nitro-4(3H)-quinazolinone). Isolated yield 88.4%. Reaction SMILES: [F:1][CH2:2][C:3]([NH:5][C:6]1[CH:22]=[CH:21][C:20]([N+:23]([O-:25])=[O:24])=[CH:19][C:7]=1[C:8]([NH:10][C:11]1[CH:16]=[CH:15][C:14]([Cl:17])=[CH:13][C:12]=1[CH3:18])=[O:9])=O.B(F)(F)F.CCOCC>C(O)(=O)C>[F:1][CH2:2][C:3]1[N:10]([C:11]2[CH:16]=[CH:15][C:14]([Cl:17])=[CH:13][C:12]=2[CH3:18])[C:8](=[O:9])[C:7]2[C:6](=[CH:22][CH:21]=[C:20]([N+:23]([O-:25])=[O:24])[CH:19]=2)[N:5]=1 |f:1.2|. Reported procedure: 22.0 g of N-(2-fluoroacetamido-5-nitrobenzoyl)-2-methyl-4-chloroaniline are dissolved in 170 ml of acetic acid, and 20 g of boron trifluoride etherate are added thereto. The mixture is stirred at 95° to 100° C. for 30 minutes. The mixture is cooled and concentrated under reduced pressure to remove acetic acid. Water is added to the residue and the mixture is neutralized with sodium bicarbonate. The mixture is extracted with chloroform, and the extract is washed with water, dried and then concent... Starting materials: Cl (hydrochloric acid), O1C(CCCC1)OC1=C2CCCN(C2=CC=C1)CCCOC1=CC=C(C=C1)OC(F)(F)F (5-(tetrahydropyran-2-yloxy)-1-[3-(4-trifluoromethoxyphenoxy)propyl]-1,2,3,4-tetrahydroquinoline), C(O)([O-])=O.[Na+] (sodium hydrogen carbonate). The solvent is C(C)O (ethanol). Conditions: time 8 hour. The product is FC(OC1=CC=C(OCCCN2CCCC=3C(=CC=CC23)O)C=C1)(F)F (1-[3-(4-trifluoromethoxyphenoxy)propyl]-1,2,3,4-tetrahydroquinolin-5-ol). The yield is 44.6%. Reaction SMILES: Cl.O1CCCCC1[O:8][C:9]1[CH:18]=[CH:17][CH:16]=[C:15]2[C:10]=1[CH2:11][CH2:12][CH2:13][N:14]2[CH2:19][CH2:20][CH2:21][O:22][C:23]1[CH:28]=[CH:27][C:26]([O:29][C:30]([F:33])([F:32])[F:31])=[CH:25][CH:24]=1.C(=O)([O-])O.[Na+]>C(O)C>[F:32][C:30]([F:31])([F:33])[O:29][C:26]1[CH:27]=[CH:28][C:23]([O:22][CH2:21][CH2:20][CH2:19][N:14]2[C:15]3[CH:16]=[CH:17][CH:18]=[C:9]([OH:8])[C:10]=3[CH2:11][CH2:12][CH2:13]2)=[CH:24][CH:25]=1 |f:2.3|. Procedure: A 1 N hydrochloric acid aqueous solution (10 ml) was added to an ethanol solution (15 ml) of 5-(tetrahydropyran-2-yloxy)-1-[3-(4-trifluoromethoxyphenoxy)propyl]-1,2,3,4-tetrahydroquinoline (1.71 g) and stirred at room temperature overnight. A saturated sodium hydrogen carbonate aqueous solution was added thereto, and the mixture was concentrated under reduced pressure. The residue was subjected to extraction with ethyl acetate. The organic layer was dried over sodium sulfate and concentrated und... The reactants are ClC1=C(C=C(C(=O)OC)C=C1)C(=O)OC(C)(C)C (3-tert-Butyl 1-methyl 4-chloroisophthalate), [OH-].[Li+] (lithium hydroxide). Run in C1CCOC1 (THF), O (water). Run at time 18 hour. The product is C(C)(C)(C)OC(=O)C=1C=C(C(=O)O)C=CC1Cl (3-(tert-Butoxycarbonyl)-4-chlorobenzoic acid). Isolated yield 91.2%. Reaction SMILES: [Cl:1][C:2]1[CH:11]=[CH:10][C:5]([C:6]([O:8]C)=[O:7])=[CH:4][C:3]=1[C:12]([O:14][C:15]([CH3:18])([CH3:17])[CH3:16])=[O:13].[OH-].[Li+]>C1COCC1.O>[C:15]([O:14][C:12]([C:3]1[CH:4]=[C:5]([CH:10]=[CH:11][C:2]=1[Cl:1])[C:6]([OH:8])=[O:7])=[O:13])([CH3:18])([CH3:16])[CH3:17] |f:1.2|. Procedure: 3-tert-Butyl 1-methyl 4-chloroisophthalate (0.37 g) in THF (5 mL) was treated with lithium hydroxide (0.17 g) in water (5 mL) and the mixture was stirred for 18 h. The solvent was evaporated. Water and ethyl acetate were added. The aqueous extract was separated and acidified with dilute hydrochloric acid. The product was extracted into ethyl acetate. The solution was dried over sodium sulphate, filtered and the solvent was evaporated to yield the subtitle compound as a white solid (0.32 g). RXN SMILES: [CH2:11]([N:12]([S:13]([F:14])([F:15])[F:17])[CH2:16][CH3:18])[CH3:19].[Cl:1][c:2]1[n:3][cH:4][cH:5][c:6]([CH:8]([CH3:9])[OH:10])[n:7]1.[Cl:20][CH2:21][Cl:22]>>[Cl:1][c:2]1[n:3][cH:4][cH:5][c:6]([CH:8]([CH3:9])[F:17])[n:7]1. Reactants: CCN(CC)S(F)(F)F, CC(O)c1ccnc(Cl)n1, ClCCl. The product is CC(F)c1ccnc(Cl)n1. Reactants: CNc1cc(Oc2ccc3c(c2)OCCN3C(=O)OCc2ccccc2)ncn1, C1CCOC1. The product is CNc1cc(Oc2ccc3c(c2)OCCN3)ncn1. As a reaction SMILES: [CH2:1]([O:2][C:3](=[O:4])[N:11]1[CH2:12][CH2:13][O:14][c:15]2[c:16]1[cH:17][cH:18][c:19]([O:21][c:22]1[n:23][cH:24][n:25][c:26]([NH:28][CH3:29])[cH:27]1)[cH:20]2)[c:5]1[cH:6][cH:7][cH:8][cH:9][cH:10]1.[CH2:30]1[O:31][CH2:32][CH2:33][CH2:34]1>>[NH:11]1[CH2:12][CH2:13][O:14][c:15]2[c:16]1[cH:17][cH:18][c:19]([O:21][c:22]1[n:23][cH:24][n:25][c:26]([NH:28][CH3:29])[cH:27]1)[cH:20]2.